From a dataset of the Open Reaction Database (ORD), a public repository of structured organic reaction records. describe an organic reaction: reactants, conditions, products, and yield The reactants are COc1ccc(F)c(-c2cc(CO)ccc2C(C)(C)C)c1, ClCCl, O=S(Cl)Cl. Yields the product COc1ccc(F)c(-c2cc(CCl)ccc2C(C)(C)C)c1. RXN SMILES: [CH3:1][C:2]([CH3:3])([CH3:4])[c:5]1[cH:6][cH:7][c:8]([CH2:20][OH:21])[cH:9][c:10]1-[c:11]1[c:12]([F:19])[cH:13][cH:14][c:15]([O:17][CH3:18])[cH:16]1.[Cl:22][CH2:23][Cl:24].[S:25]([Cl:26])([Cl:27])=[O:28]>>[CH3:1][C:2]([CH3:3])([CH3:4])[c:5]1[cH:6][cH:7][c:8]([CH2:20][Cl:22])[cH:9][c:10]1-[c:11]1[c:12]([F:19])[cH:13][cH:14][c:15]([O:17][CH3:18])[cH:16]1. Reactants: C1(CC1)C(C)O (1-cyclopropylethanol), C1(=CC=CC=C1)P(C1=CC=CC=C1)C1=CC=CC=C1 (triphenylphosphine), CC(C)OC(=O)/N=N/C(=O)OC(C)C (DIAD), OC=1C=C(C(=O)OC)C=CC1 (Methyl 3-hydroxybenzoate). Run in C1(=CC=CC=C1)C (toluene). Product: C1(CC1)C(C)OC=1C=C(C(=O)OC)C=CC1 (methyl 3-(1-cyclopropylethoxy)benzoate). RXN SMILES: [OH:1][C:2]1[CH:3]=[C:4]([CH:9]=[CH:10][CH:11]=1)[C:5]([O:7][CH3:8])=[O:6].[CH:12]1([CH:15](O)[CH3:16])[CH2:14][CH2:13]1.C1(P(C2C=CC=CC=2)C2C=CC=CC=2)C=CC=CC=1.CC(OC(/N=N/C(OC(C)C)=O)=O)C>C1(C)C=CC=CC=1>[CH:12]1([CH:15]([O:1][C:2]2[CH:3]=[C:4]([CH:9]=[CH:10][CH:11]=2)[C:5]([O:7][CH3:8])=[O:6])[CH3:16])[CH2:14][CH2:13]1. Procedure: Methyl 3-hydroxybenzoate (10.0 g, 65.7 mmol) in toluene (65.7 ml) was cooled to 0° C. and added 1-cyclopropylethanol (6.43 ml, 65.7 mmol), triphenylphosphine (18.9 g, 72.3 mmol), and DIAD (14.1 ml, 72.3 mmol). The reaction warmed to rt for sixteen hours. The reaction mixture was filtered through a fritted funnel to remove precipitated triphenylphosphine oxide and washed with toluene. The filtrate was concentrated. The residue was purified by column chromatography on silica gel Biotage 65i, eluti... Reactants: CC(=O)O[BH-](OC(C)=O)OC(C)=O, O=C([O-])O, ClCCl, COc1ccc2c(c1CC=O)OC(C)(C)CC2=O, CC(=O)O, NC(=O)c1ccc2ccn(C3CCNCC3)c2c1, [Na+], [Na+]. Product: COc1ccc2c(c1CCN1CCC(n3ccc4ccc(C(N)=O)cc43)CC1)OC(C)(C)CC2=O. Reaction SMILES: [C:37]([O:38][BH-:39]([O:40][C:41](=[O:42])[CH3:43])[O:44][C:45](=[O:46])[CH3:47])(=[O:48])[CH3:49].[C:51](=[O:52])([OH:53])[O-:54].[CH2:56]([Cl:57])[Cl:58].[CH3:19][O:20][c:21]1[cH:22][cH:23][c:24]2[c:29]([c:30]1[CH2:31][CH:32]=[O:33])[O:28][C:27]([CH3:34])([CH3:35])[CH2:26][C:25]2=[O:36].[CH3:59][C:60](=[O:61])[OH:62].[NH:1]1[CH2:2][CH2:3][CH:4]([n:7]2[cH:8][cH:9][c:10]3[cH:11][cH:12][c:13]([C:16](=[O:17])[NH2:18])[cH:14][c:15]23)[CH2:5][CH2:6]1.[Na+:50].[Na+:55]>>[N:1]1([CH2:32][CH2:31][c:30]2[c:21]([O:20][CH3:19])[cH:22][cH:23][c:24]3[c:29]2[O:28][C:27]([CH3:34])([CH3:35])[CH2:26][C:25]3=[O:36])[CH2:2][CH2:3][CH:4]([n:7]2[cH:8][cH:9][c:10]3[cH:11][cH:12][c:13]([C:16](=[O:17])[NH2:18])[cH:14][c:15]23)[CH2:5][CH2:6]1. Starting materials: CC#N, CCN, ClCc1ccc(Cl)nc1, O. Product: NCC=Cc1ccc(Cl)nc1. Reaction SMILES: [CH3:13][C:14]#[N:15].[CH3:1][CH2:2][NH2:3].[Cl:4][c:5]1[cH:6][cH:7][c:8]([CH2:11][Cl:12])[cH:9][n:10]1.[OH2:16]>>[CH:1]([CH2:2][NH2:3])=[CH:11][c:8]1[cH:7][cH:6][c:5]([Cl:4])[n:10][cH:9]1. The reactants are COC(c1cc(C=O)ccn1)=O, CC1=CN=C(C=C1)N, [C-]#[N+]C1CCCCC1. The reagents and catalysts are O=C(O)C(F)(F)F (trifluoroacetic acid). Run in CC(C)O (isopropyl alcohol), CC(C)O (isopropylalcohol). Conditions: temperature 22 celsius, time 20 hour. Yields the product Cc1ccc2nc(c3ccnc(c3)C(=O)OC)c(NC3CCCCC3)n2c1. The yield is 7.1%. As a reaction SMILES: CC1=CC=C(N)N=C1.[C-]#[N+]C1CCCCC1.COC(=O)C1=NC=CC(C=O)=C1>>COC(=O)C1=NC=CC(=C1)C1=C(NC2CCCCC2)N2C=C(C)C=CC2=N1. Starting materials: BrC1=CC=C(C=C1)N1C(NN=C1C[C@H]1CN(CC1)C(=O)C1CC1)=O (4-(4-bromophenyl)-5-{[(3S)-1-(cyclopropylcarbonyl)-3-pyrrolidinyl]methyl}-2,4-dihydro-3H-1,2,4-triazol-3-one), CC=1SC=C(N1)C1=CC=C(C=C1)B1OC(C(O1)(C)C)(C)C (2-methyl-4-[4-(4,4,5,5-tetramethyl-1,3,2-dioxaborolan-2-yl)phenyl]-1,3-thiazole), C([O-])([O-])=O.[K+].[K+] (potassium carbonate). Reagents/catalysts: C1=CC=C(C=C1)[PH+](C2=CC=CC=C2)[C]3[CH][CH][CH][CH]3.C1=CC=C(C=C1)[PH+](C2=CC=CC=C2)[C]3[CH][CH][CH][CH]3.C(Cl)Cl.Cl[Pd]Cl.[Fe] (dichloro[1,1′-bis(diphenylphosphino) ferrocene]palladium (II)-dichloromethane adduct). Run in O1CCOCC1 (1,4-dioxane). Product: C1(CC1)C(=O)N1C[C@@H](CC1)CC=1N(C(NN1)=O)C1=CC=C(C=C1)C1=CC=C(C=C1)C=1N=C(SC1)C (5-{[(3S)-1-(cyclopropylcarbonyl)-3-pyrrolidinyl]methyl}-4-[4′-(2-methyl-1,3-thiazol-4-yl)-4-biphenylyl]-2,4-dihydro-3H-1,2,4-triazol-3-one). Yield: 40.0%. As a reaction SMILES: Br[C:2]1[CH:7]=[CH:6][C:5]([N:8]2[C:12]([CH2:13][C@@H:14]3[CH2:18][CH2:17][N:16]([C:19]([CH:21]4[CH2:23][CH2:22]4)=[O:20])[CH2:15]3)=[N:11][NH:10][C:9]2=[O:24])=[CH:4][CH:3]=1.[CH3:25][C:26]1[S:27][CH:28]=[C:29]([C:31]2[CH:36]=[CH:35][C:34](B3OC(C)(C)C(C)(C)O3)=[CH:33][CH:32]=2)[N:30]=1.C(=O)([O-])[O-].[K+].[K+]>O1CCOCC1.C1C=CC([PH+]([C]2[CH][CH][CH][CH]2)C2C=CC=CC=2)=CC=1.C1C=CC([PH+]([C]2[CH][CH][CH][CH]2)C2C=CC=CC=2)=CC=1.C(Cl)Cl.Cl[Pd]Cl.[Fe]>[CH:21]1([C:19]([N:16]2[CH2:17][CH2:18][C@@H:14]([CH2:13][C:12]3[N:8]([C:5]4[CH:6]=[CH:7][C:2]([C:34]5[CH:35]=[CH:36][C:31]([C:29]6[N:30]=[C:26]([CH3:25])[S:27][CH:28]=6)=[CH:32][CH:33]=5)=[CH:3][CH:4]=4)[C:9](=[O:24])[NH:10][N:11]=3)[CH2:15]2)=[O:20])[CH2:23][CH2:22]1 |f:2.3.4,6.7.8.9.10,^1:62,63,64,65,66,80,81,82,83,84|. Reported procedure: A solution of 4-(4-bromophenyl)-5-{[(3S)-1-(cyclopropylcarbonyl)-3-pyrrolidinyl]methyl}-2,4-dihydro-3H-1,2,4-triazol-3-one (0.256 mmol) in 1,4-dioxane (1.5 mL) was treated with 2-methyl-4-[4-(4,4,5,5-tetramethyl-1,3,2-dioxaborolan-2-yl)phenyl]-1,3-thiazole (0.281 mmol), dichloro[1,1′-bis(diphenylphosphino) ferrocene]palladium (II)-dichloromethane adduct (10 mg) and 2M aq potassium carbonate (0.767 mmol). The reaction mixture was purged with nitrogen, sealed, and irradiated in a microwave at 150°...